This data is from the Open Reaction Database (ORD), a public repository of structured organic reaction records. The task is: describe an organic reaction: reactants, conditions, products, and yield Starting materials: ClC1=CC=C(C=C1)S(=O)(=O)C1C(COC2=C1C(=CC=C2F)F)COS(=O)(=O)C (Methanesulfonic acid O-[4-(4-chloro-benzenesulfonyl)-5,8-difluoro-3,4-dihydro-2H-1-benzopyran-3-yl-methyl]ester), [Na+].[I-] (NaI), C(C)(=O)O (acetic acid). Run in COCCOC (ethylene glycol dimethyl ether). Product: ClC1=CC=C(C=C1)S(=O)(=O)C1C(COC2=C(C=CC(=C12)F)F)C (4-(4-Chloro-benzenesulfonyl)-5,8-difluoro-3-methyl-chroman). RXN SMILES: [Cl:1][C:2]1[CH:7]=[CH:6][C:5]([S:8]([CH:11]2[C:16]3[C:17]([F:22])=[CH:18][CH:19]=[C:20]([F:21])[C:15]=3[O:14][CH2:13][CH:12]2[CH2:23]OS(C)(=O)=O)(=[O:10])=[O:9])=[CH:4][CH:3]=1.[Na+].[I-].C(O)(=O)C>COCCOC>[Cl:1][C:2]1[CH:3]=[CH:4][C:5]([S:8]([CH:11]2[C:16]3[C:15](=[C:20]([F:21])[CH:19]=[CH:18][C:17]=3[F:22])[O:14][CH2:13][CH:12]2[CH3:23])(=[O:9])=[O:10])=[CH:6][CH:7]=1 |f:1.2|. Procedure details: Methanesulfonic acid O-[4-(4-chloro-benzenesulfonyl)-5,8-difluoro-3,4-dihydro-2H-1-benzopyran-3-yl-methyl]ester (0.5 g, 1.1 mmole), NaI (0.83 g, 5.5 mmole) Zinc dust (0.71 g, 11 mole) and 0.1 mL acetic acid were refluxed in 15 mL ethylene glycol dimethyl ether for 6 hours. The solid was filtered and the filtrate was partitioned between 100 mL 0.1N Na2SO3 solution and 100 mL EtOAc. The organic layer was washed with 0.5N NaOH solution (2×50 ml), brine, dried over Na2SO4 and concentrated. The resid...